Dataset: the Open Reaction Database (ORD), a public repository of structured organic reaction records. Task: describe an organic reaction: reactants, conditions, products, and yield Starting materials: [H-].[Na+] (sodium hydride), S1(CNC2=C3C1=CC=CC3=CC=C2)(=O)=O (2,3-dihydro-naphtho[1,8-de][1,3]thiazine-1,1-dioxide), CN(C=O)C (dimethylformamide), CN(C=O)C (dimethylformamide), Cl.C(C)N(CC)CCCl (diethylaminoethyl chloride-hydrochloride). Run at time 18 hour. Yields the product O=S1(N(CC2=C3C1=CC=CC3=CC=C2)CCN(C)C)=O ([2-(1,1-dioxo-1H-3H-1λ6-naphtho[1,8-de]thiazine-2-yl)ethyl]dimethylamine). RXN SMILES: [H-].[Na+].[S:3]1(=[O:17])(=[O:16])[C:8]2=[CH:9][CH:10]=[CH:11][C:12]3=[CH:13][CH:14]=[CH:15][C:6](=[C:7]23)NC1.Cl.[CH2:19]([N:21]([CH2:24]CCl)[CH2:22]C)[CH3:20].[CH3:27][N:28](C)C=O>>[O:17]=[S:3]1(=[O:16])[C:8]2=[CH:9][CH:10]=[CH:11][C:12]3=[CH:13][CH:14]=[CH:15][C:6](=[C:7]23)[CH2:27][N:28]1[CH2:20][CH2:19][N:21]([CH3:24])[CH3:22] |f:0.1,3.4|. Procedure details: 0.028 g of sodium hydride is suspended in 0.5 mL of dimethylformamide and 0.073 g of 2,3-dihydro-naphtho[1,8-de][1,3]thiazine-1,1-dioxide in 1 mL of dimethylformamide is added. Then 0.053 g of diethylaminoethyl chloride-hydrochloride are added batchwise. The reaction mixture is stirred for 18 hours at ambient temperature and then poured onto ice water. The mixture is extracted with dichloromethane and the organic extracts collected are dried with sodium sulfate. After evaporation in vacuo, the r... Starting materials: [Na+], [OH-], O, O=C1CN(Cc2ccccc2)CC(O)N1CCCc1ccccc1. Yields the product O=C1CN(Cc2ccccc2)CC2c3ccccc3CCCN12. RXN SMILES: [Na+:26].[OH-:25].[OH2:27].[c:1]1([CH2:7][CH2:8][CH2:9][N:10]2[CH:11]([OH:24])[CH2:12][N:13]([CH2:17][c:18]3[cH:19][cH:20][cH:21][cH:22][cH:23]3)[CH2:14][C:15]2=[O:16])[cH:2][cH:3][cH:4][cH:5][cH:6]1>>[c:1]12[c:2]([cH:3][cH:4][cH:5][cH:6]1)[CH:11]1[N:10]([CH2:9][CH2:8][CH2:7]2)[C:15](=[O:16])[CH2:14][N:13]([CH2:17][c:18]2[cH:19][cH:20][cH:21][cH:22][cH:23]2)[CH2:12]1. Reactants: C(CCC)N(C1=NC=NC(=C1C)C1=CC=C(C=C1)OC)CC1=CC(=C(OCC(=O)OCC)C=C1)C (ethyl [4-({butyl[6-(4-methoxyphenyl)-5-methylpyrimidin-4-yl]amino}methyl)-2-methylphenoxy]acetate), [OH-].[Na+] (sodium hydroxide). The solvent is CO (methanol), O1CCCC1 (tetrahydrofuran). Conditions: time 1 hour. Product: C(CCC)N(C1=NC=NC(=C1C)C1=CC=C(C=C1)OC)CC1=CC(=C(OCC(=O)O)C=C1)C ([4-({Butyl[6-(4-methoxyphenyl)-5-methylpyrimidin-4-yl]amino}methyl)-2-methylphenoxy]acetic acid). The yield is 99.2%. Reaction SMILES: [CH2:1]([N:5]([CH2:21][C:22]1[CH:34]=[CH:33][C:25]([O:26][CH2:27][C:28]([O:30]CC)=[O:29])=[C:24]([CH3:35])[CH:23]=1)[C:6]1[C:11]([CH3:12])=[C:10]([C:13]2[CH:18]=[CH:17][C:16]([O:19][CH3:20])=[CH:15][CH:14]=2)[N:9]=[CH:8][N:7]=1)[CH2:2][CH2:3][CH3:4].[OH-].[Na+]>CO.O1CCCC1>[CH2:1]([N:5]([CH2:21][C:22]1[CH:34]=[CH:33][C:25]([O:26][CH2:27][C:28]([OH:30])=[O:29])=[C:24]([CH3:35])[CH:23]=1)[C:6]1[C:11]([CH3:12])=[C:10]([C:13]2[CH:14]=[CH:15][C:16]([O:19][CH3:20])=[CH:17][CH:18]=2)[N:9]=[CH:8][N:7]=1)[CH2:2][CH2:3][CH3:4] |f:1.2|. Reported procedure: To a solution of ethyl [4-({butyl[6-(4-methoxyphenyl)-5-methylpyrimidin-4-yl]amino}methyl)-2-methylphenoxy]acetate (62 mg, 0.13 mmol) in methanol (2 mL) and tetrahydrofuran (2 mL), was added 2M sodium hydroxide (1 mL). After shaking for 1 h at room temperature the solvent was removed. The residue was then acidified with 0.5M HCl aq. (20 mL), before extraction into EtOAc (2×25 mL). The organic solution was washed with brine, dried (MgSO4) and the solvents removed in vacuo to afford the title comp...